From a dataset of the Open Reaction Database (ORD), a public repository of structured organic reaction records. describe an organic reaction: reactants, conditions, products, and yield The reactants are [Si](C)(C)(C(C)(C)C)OCC[C@@H]1OCCC2=C1C=CC(=C2)N=C(C2=CC=CC=C2)C2=CC=CC=C2 ((1S)-1-(2-{[tert-Butyl(dimethyl)silyl]oxy}ethyl)-N-(diphenylmethylene)-3,4-dihydro-1H-2-benzopyran-6-amine), OCC[C@@H]1OCCC2=C1C=CC(=C2)C(=O)N ((1S)-1-(2-hydroxyethyl)-3,4-dihydro-1H-2-benzopyran-6-carboxamide). The solvent is C(C)(=O)O (acetic acid). The product is C1(=CC=CC=C1)C(C1=CC=CC=C1)=NC=1C=CC2=C(CCO[C@H]2CCO)C1 (2-{(1S)-6-[(diphenylmethylene)amino]-3,4-dihydro-1H-2-benzopyran-1-yl}ethanol). Reaction SMILES: [Si]([O:8][CH2:9][CH2:10][C@H:11]1[C:16]2[CH:17]=[CH:18][C:19]([N:21]=[C:22]([C:29]3[CH:34]=[CH:33][CH:32]=[CH:31][CH:30]=3)[C:23]3[CH:28]=[CH:27][CH:26]=[CH:25][CH:24]=3)=[CH:20][C:15]=2[CH2:14][CH2:13][O:12]1)(C(C)(C)C)(C)C.OCC[C@H]1C2C=CC(C(N)=O)=CC=2CCO1>C(O)(=O)C>[C:29]1([C:22](=[N:21][C:19]2[CH:18]=[CH:17][C:16]3[C@H:11]([CH2:10][CH2:9][OH:8])[O:12][CH2:13][CH2:14][C:15]=3[CH:20]=2)[C:23]2[CH:28]=[CH:27][CH:26]=[CH:25][CH:24]=2)[CH:34]=[CH:33][CH:32]=[CH:31][CH:30]=1. Reported procedure: (1S)-1-(2-{[tert-Butyl(dimethyl)silyl]oxy}ethyl)-N-(diphenylmethylene)-3,4-dihydro-1H-2-benzopyran-6-amine was deprotected with aqueous acetic acid, as described for the preparation of (1S)-1-(2-hydroxyethyl)-3,4-dihydro-1H-2-benzopyran-6-carboxamide, to yield 2-{(1S)-6-[(diphenylmethylene)amino]-3,4-dihydro-1H-2-benzopyran-1-yl}ethanol. Starting materials: CC(C)(C)[O-], CN1CCC(O)CC1, [Cl-], N#Cc1ccc(F)c(C(F)(F)F)c1, [K+], [NH4+], C1CCOC1, O. Yields the product CN1CCC(Oc2ccc(C#N)cc2C(F)(F)F)CC1. RXN SMILES: [CH3:1][C:2]([CH3:3])([O-:4])[CH3:5].[CH3:7][N:8]1[CH2:9][CH2:10][CH:11]([OH:14])[CH2:12][CH2:13]1.[Cl-:28].[F:15][c:16]1[c:17]([C:24]([F:25])([F:26])[F:27])[cH:18][c:19]([C:20]#[N:21])[cH:22][cH:23]1.[K+:6].[NH4+:29].[O:30]1[CH2:31][CH2:32][CH2:33][CH2:34]1.[OH2:35]>>[CH3:7][N:8]1[CH2:9][CH2:10][CH:11]([O:14][c:16]2[c:17]([C:24]([F:25])([F:26])[F:27])[cH:18][c:19]([C:20]#[N:21])[cH:22][cH:23]2)[CH2:12][CH2:13]1. Reactants: IC1=C2C(=NC=C1)NN=C2C(F)(F)F (4-Iodo-3-(trifluoromethyl)-1H-pyrazolo[3,4-b]pyridine), C(C)(=O)OCC (ethyl acetate), C([O-])([O-])=O.[Cs+].[Cs+] (cesium carbonate), ClC=1C=C(C#N)C=CC1F (3-chloro-4-fluorobenzonitrile). The solvent is CS(=O)C (DMSO), O (water). Run at temperature 60 celsius, time 24 hour. Yields the product ClC=1C=C(C#N)C=CC1N1N=C(C=2C1=NC=CC2I)C(F)(F)F (3-chloro-4-{4-iodo-3-(trifluoromethyl)-1H-pyrazolo[3,4-b]pyridin-1-yl}benzonitrile). RXN SMILES: [I:1][C:2]1[CH:7]=[CH:6][N:5]=[C:4]2[NH:8][N:9]=[C:10]([C:11]([F:14])([F:13])[F:12])[C:3]=12.C(=O)([O-])[O-].[Cs+].[Cs+].[Cl:21][C:22]1[CH:23]=[C:24]([CH:27]=[CH:28][C:29]=1F)[C:25]#[N:26].C(OCC)(=O)C>CS(C)=O.O>[Cl:21][C:22]1[CH:23]=[C:24]([CH:27]=[CH:28][C:29]=1[N:8]1[C:4]2=[N:5][CH:6]=[CH:7][C:2]([I:1])=[C:3]2[C:10]([C:11]([F:14])([F:12])[F:13])=[N:9]1)[C:25]#[N:26] |f:1.2.3|. Procedure details: Compound (153a) (0.200 g), cesium carbonate (0.880 g), and 3-chloro-4-fluorobenzonitrile (0.154 g) were suspended in DMSO (50 mL), followed by stirring at 60° C. for 24 hr. The reaction solution was distributed between ethyl acetate and water, and the organic layer was washed with saturated saline. The organic layer after the washing was dried over anhydrous sodium sulfate, and then the solvent was distilled away to obtain 3-chloro-4-{4-iodo-3-(trifluoromethyl)-1H-pyrazolo[3,4-b]pyridin-1-yl}ben... Starting materials: O=S(=O)(O)c1ccc(OCc2ccccc2)cc1, CN(C)C=O, O=C(Cl)C(=O)Cl, ClCCl, [Na]. Product: O=S(=O)(Cl)c1ccc(OCc2ccccc2)cc1. As a reaction SMILES: [CH2:8]([c:9]1[cH:10][cH:11][cH:12][cH:13][cH:14]1)[O:15][c:16]1[cH:17][cH:18][c:19]([S:22](=[O:23])(=[O:24])[OH:25])[cH:20][cH:21]1.[CH3:29][N:30]([CH3:31])[CH:32]=[O:33].[Cl:1][C:2]([C:3]([Cl:4])=[O:5])=[O:6].[Cl:26][CH2:27][Cl:28].[Na:7]>>[Cl:1][S:22]([c:19]1[cH:18][cH:17][c:16]([O:15][CH2:8][c:9]2[cH:10][cH:11][cH:12][cH:13][cH:14]2)[cH:21][cH:20]1)(=[O:23])=[O:25]. Reactants: ClC=1NC2=C(N1)C=CC(=C2)OC (2-chloro-5-methoxybenzimidazole), NC(=S)N (thiourea), aqueous solution, CC=1C=NC=2C(CCCC2C1)Br (3-methyl-8-bromo-5,6,7,8-tetrahydroquinoline), [OH-].[Na+] (sodium hydroxide). Solvent: C(C)O (ethanol), O (water). The product is COC1=CC2=C(N=C(N2)SC2CCCC=3C=C(C=NC23)C)C=C1 (8-(5-methoxy-2-benzimidazolyl)thio-3-methyl-5,6,7,8-tetrahydroquinoline). As a reaction SMILES: Cl[C:2]1[NH:3][C:4]2[CH:10]=[C:9]([O:11][CH3:12])[CH:8]=[CH:7][C:5]=2[N:6]=1.NC(N)=[S:15].[CH3:17][C:18]1[CH:19]=[N:20][C:21]2[CH:22](Br)[CH2:23][CH2:24][CH2:25][C:26]=2[CH:27]=1.[OH-].[Na+]>O.C(O)C>[CH3:12][O:11][C:9]1[CH:8]=[CH:7][C:5]2[N:6]=[C:2]([S:15][CH:22]3[C:21]4[N:20]=[CH:19][C:18]([CH3:17])=[CH:27][C:26]=4[CH2:25][CH2:24][CH2:23]3)[NH:3][C:4]=2[CH:10]=1 |f:3.4|. Reported procedure: 0.55 Gram of 2-chloro-5-methoxybenzimidazole, 0.2 g of thiourea and 10 ml of ethanol were mixed together and refluxed for 2 hours. Then, 5 ml of an aqueous solution containing 0.5 g of 3-methyl-8-bromo-5,6,7,8-tetrahydroquinoline and 0.3 g of sodium hydroxide was added thereto, and the resulting mixture was refluxed for 5 hours. After the reaction was completed, ethanol was removed by evaporation, to the residue thus obtained was added water, then extracted with chloroform, the chloroform extrac... The reactants are Pd2(dibenzylideneacetone)3, C(C)(C)(C)P(C1=C(C=CC=C1)C1=CC=CC=C1)C(C)(C)C (2-(di-tert-butylphosphino)biphenyl), [O-]P(=O)([O-])[O-].[K+].[K+].[K+] (K3PO4), 3-[5-(4-Allylamino-phenyl)-1-β-tolyl-1H-pyrazol-3-yl]-2-m-tolyl-propionic acid ethyl ester, C(C)OC(C(CC1=NN(C(=C1)C1=CC=C(C=C1)Br)C1=CC=C(C=C1)C)C=1C=C(C=CC1)C)=O (3-[5-(4-bromo-phenyl)-1-p-tolyl-1H-pyrazol-3-yl]-2-m-tolyl-propionic acid ethyl ester), C(C=C)N (allylamine). Run in O (water), C(C)(=O)OCC (Ethyl acetate), C1(=CC=CC=C1)C (toluene). Run at temperature 110 celsius, time 12 hour. Yields the product C(C=C)NC1=CC=C(C=C1)C1=CC(=NN1C1=CC=C(C=C1)C)CC(C(=O)O)C=1C=C(C=CC1)C (3-[5-(4-Allylamino-phenyl)-1-p-tolyl-1H-pyrazol-3-yl]-2-m-tolyl-propionic acid). Yield: 49.8%. As a reaction SMILES: C(P(C(C)(C)C)C1C=CC=CC=1C1C=CC=CC=1)(C)(C)C.[O-]P([O-])([O-])=O.[K+].[K+].[K+].C([O:32][C:33](=[O:62])[CH:34]([C:55]1[CH:56]=[C:57]([CH3:61])[CH:58]=[CH:59][CH:60]=1)[CH2:35][C:36]1[CH:40]=[C:39]([C:41]2[CH:46]=[CH:45][C:44](Br)=[CH:43][CH:42]=2)[N:38]([C:48]2[CH:53]=[CH:52][C:51]([CH3:54])=[CH:50][CH:49]=2)[N:37]=1)C.[CH2:63]([NH2:66])[CH:64]=[CH2:65]>C1(C)C=CC=CC=1.O.C(OCC)(=O)C>[CH2:63]([NH:66][C:44]1[CH:43]=[CH:42][C:41]([C:39]2[N:38]([C:48]3[CH:53]=[CH:52][C:51]([CH3:54])=[CH:50][CH:49]=3)[N:37]=[C:36]([CH2:35][CH:34]([C:55]3[CH:56]=[C:57]([CH3:61])[CH:58]=[CH:59][CH:60]=3)[C:33]([OH:62])=[O:32])[CH:40]=2)=[CH:46][CH:45]=1)[CH:64]=[CH2:65] |f:1.2.3.4|. Reported procedure: 3-[5-(4-Allylamino-phenyl)-1-β-tolyl-1H-pyrazol-3-yl]-2-m-tolyl-propionic acid ethyl ester. To a mixture of Pd2(dibenzylideneacetone)3 (4 mg, 0.004 mmol, 1 mol %), 2-(di-tert-butylphosphino)biphenyl (6 mg, 0.02 mmol, 5 mol %) and K3PO4 (130 mg, 0.61 mmol, 1.5 equiv) was added a solution of 3-[5-(4-bromo-phenyl)-1-p-tolyl-1H-pyrazol-3-yl]-2-m-tolyl-propionic acid ethyl ester (Example 77, Step C; 200 mg, 0.4 mmol) in toluene (0.6 mL) followed by allylamine (0.030 mL, 0.48 mmol, 1.2 equiv). The res... As a reaction SMILES: C[C:2]1[C:14]2[CH2:13][C:12]3[C:7](=[CH:8][CH:9]=[C:10]([O:15][CH3:16])[CH:11]=3)[C:6]=2[CH:5]=[CH:4][C:3]=1[CH2:17][C:18]([OH:20])=[O:19].[OH-].[K+]>C(O)C>[CH3:16][O:15][C:10]1[CH:11]=[C:12]2[C:7]([C:6]3[CH:5]=[CH:4][C:3]([CH2:17][C:18]([OH:20])=[O:19])=[CH:2][C:14]=3[CH2:13]2)=[CH:8][CH:9]=1 |f:1.2|. Yields the product COC1=CC=C2C=3C=CC(=CC3CC2=C1)CC(=O)O (7-Methoxyfluorene-2-acetic acid). Solvent: C(C)O (ethanol). Reactants: CC1=C(C=CC=2C3=CC=C(C=C3CC12)OC)CC(=O)O (methyl 7-methoxyfluorene-2-acetic acid), [OH-].[K+] (potassium hydroxide). Procedure details: A solution of 20mg. of methyl 7-methoxyfluorene-2-acetic acid in 7ml. of ethanol containing 0.5ml. of 50% aqueous potassium hydroxide solution is refluxed overnight. The mixture is acidified and the solid collected by filtration. Crystallization from chloroform-isopropyl ether gives 8mg. of the title compound, mp 200°-202°. The analytical sample is prepared by tube to tube evaporative distillation, mp 203-205°; λ KBr 5.93μ.